From a dataset of the Open Reaction Database (ORD), a public repository of structured organic reaction records. describe an organic reaction: reactants, conditions, products, and yield The reactants are NC1=CC(=C(C(=O)NCC2CN(CCO2)CC2CCNCC2)C=C1Cl)OCC (4-amino-5-chloro-2-ethoxy-N-[{4-(4-piperidinylmethyl)-2-morpholinyl}-methyl]benzamide), C[Si](C)(C)N=C=O (trimethylsilyl isocyanate). The solvent is C(Cl)Cl (methylene chloride). Reaction conditions: time 2.5 hour. Product: NC1=CC(=C(C(=O)NCC2CN(CCO2)CC2CCN(CC2)C(N)=O)C=C1Cl)OCC (4-amino-N-[{4-((1-carbamoyl-4-piperidinyl)methyl)-2-morpholinyl}methyl]-5-chloro-2-ethoxybenzamide). Isolated yield 90.5%. Reaction SMILES: [NH2:1][C:2]1[C:24]([Cl:25])=[CH:23][C:5]([C:6]([NH:8][CH2:9][CH:10]2[O:15][CH2:14][CH2:13][N:12]([CH2:16][CH:17]3[CH2:22][CH2:21][NH:20][CH2:19][CH2:18]3)[CH2:11]2)=[O:7])=[C:4]([O:26][CH2:27][CH3:28])[CH:3]=1.C[Si]([N:33]=[C:34]=[O:35])(C)C>C(Cl)Cl>[NH2:1][C:2]1[C:24]([Cl:25])=[CH:23][C:5]([C:6]([NH:8][CH2:9][CH:10]2[O:15][CH2:14][CH2:13][N:12]([CH2:16][CH:17]3[CH2:18][CH2:19][N:20]([C:34](=[O:35])[NH2:33])[CH2:21][CH2:22]3)[CH2:11]2)=[O:7])=[C:4]([O:26][CH2:27][CH3:28])[CH:3]=1. Procedure details: To a solution of 4-amino-5-chloro-2-ethoxy-N-[{4-(4-piperidinylmethyl)-2-morpholinyl}-methyl]benzamide (Example 22) (1.0 g) in methylene chloride (15 ml) was added trimethylsilyl isocyanate (0.34 g) at room temperature, and the mixture was stirred for 2.5 hours. The solvent was removed in vacuo, and then to the residue was added water. The precipitated solid was filtered in vacuo, washed with aqueous ethanol and dried to give the titled compound (1.0 g) as a white solid. Melting point 201-207° C... Reactants: COc1ccc(-c2c[nH]c(C3CCNCC3)n2)cc1, CO, CC(C)O, CCN(C(C)C)C(C)C, Clc1ncnc2[nH]ncc12, ClCCl. The product is COc1ccc(-c2c[nH]c(C3CCN(c4ncnc5[nH]ncc45)CC3)n2)cc1. RXN SMILES: [CH3:11][O:12][c:13]1[cH:14][cH:15][c:16](-[c:19]2[n:20][c:21]([CH:24]3[CH2:25][CH2:26][NH:27][CH2:28][CH2:29]3)[nH:22][cH:23]2)[cH:17][cH:18]1.[CH3:43][OH:44].[CH:30]([OH:31])([CH3:32])[CH3:33].[CH:34]([N:35]([CH:36]([CH3:37])[CH3:38])[CH2:39][CH3:40])([CH3:41])[CH3:42].[Cl:1][c:2]1[c:3]2[c:4]([n:5][cH:6][n:7]1)[nH:8][n:9][cH:10]2.[Cl:45][CH2:46][Cl:47]>>[c:2]1([N:27]2[CH2:26][CH2:25][CH:24]([c:21]3[n:20][c:19](-[c:16]4[cH:15][cH:14][c:13]([O:12][CH3:11])[cH:18][cH:17]4)[cH:23][nH:22]3)[CH2:29][CH2:28]2)[c:3]2[c:4]([n:5][cH:6][n:7]1)[nH:8][n:9][cH:10]2. Starting materials: COc1cc(C=CC(=O)O)c(NC(C)=O)cc1Cl, CC1CN(Cc2ccc(F)cc2)C(C)CN1, CN(C)C=O. Product: COc1cc(C=CC(=O)N2CC(C)N(Cc3ccc(F)cc3)CC2C)c(NC(C)=O)cc1Cl. RXN SMILES: [C:1]([CH3:2])(=[O:3])[NH:4][c:5]1[c:6]([CH:14]=[CH:15][C:16](=[O:17])[OH:18])[cH:7][c:8]([O:12][CH3:13])[c:9]([Cl:11])[cH:10]1.[F:19][c:20]1[cH:21][cH:22][c:23]([CH2:24][N:25]2[CH:26]([CH3:32])[CH2:27][NH:28][CH:29]([CH3:31])[CH2:30]2)[cH:33][cH:34]1.[O:35]=[CH:36][N:37]([CH3:38])[CH3:39]>>[C:1]([CH3:2])(=[O:3])[NH:4][c:5]1[c:6]([CH:14]=[CH:15][C:16](=[O:18])[N:28]2[CH2:27][CH:26]([CH3:32])[N:25]([CH2:24][c:23]3[cH:22][cH:21][c:20]([F:19])[cH:34][cH:33]3)[CH2:30][CH:29]2[CH3:31])[cH:7][c:8]([O:12][CH3:13])[c:9]([Cl:11])[cH:10]1.